From a dataset of the Open Reaction Database (ORD), a public repository of structured organic reaction records. describe an organic reaction: reactants, conditions, products, and yield Reactants: BrCCOC1CCCCO1, N#Cc1cc(Br)ccc1O, ClCCl, [H-], [Na+], CN(C)C=O. Yields the product N#Cc1cc(Br)ccc1OCCOC1CCCCO1. As a reaction SMILES: [Br:13][CH2:14][CH2:15][O:16][CH:17]1[O:18][CH2:19][CH2:20][CH2:21][CH2:22]1.[Br:1][c:2]1[cH:3][cH:4][c:5]([OH:10])[c:6]([C:7]#[N:8])[cH:9]1.[Cl:28][CH2:29][Cl:30].[H-:12].[Na+:11].[O:23]=[CH:24][N:25]([CH3:26])[CH3:27]>>[Br:1][c:2]1[cH:3][cH:4][c:5]([O:10][CH2:14][CH2:15][O:16][CH:17]2[O:18][CH2:19][CH2:20][CH2:21][CH2:22]2)[c:6]([C:7]#[N:8])[cH:9]1. Reactants: Cc1cccc(CC#N)c1C(=O)c1ccccc1, CCOC(C)=O, CCO, Cl, O=[Pt]. Product: Cc1cccc2c1C(c1ccccc1)=NCC2, Cl. Reaction SMILES: [C:1]([c:2]1[cH:3][cH:4][cH:5][cH:6][cH:7]1)(=[O:8])[c:9]1[c:10]([CH2:16][C:17]#[N:18])[cH:11][cH:12][cH:13][c:14]1[CH3:15].[CH3:20][CH2:21][O:22][C:23]([CH3:24])=[O:25].[CH3:28][CH2:29][OH:30].[ClH:19].[Pt:26]=[O:27]>>[C:1]1([c:2]2[cH:3][cH:4][cH:5][cH:6][cH:7]2)=[N:18][CH2:17][CH2:16][c:10]2[c:9]1[c:14]([CH3:15])[cH:13][cH:12][cH:11]2.[ClH:19]. Starting materials: [Cl-].[Al+3].[Cl-].[Cl-] (Aluminumchloride), ClC1=C(C(=O)C2=C(C=C(C(=C2)[N+](=O)[O-])OC)C)C(=CC=C1)Cl (2,6-dichloro-5'-nitro-4'-methoxy-2'-methyl-benzophenone), hydrochloric acid ice, Cl (hydrochloric acid), O (water). The solvent is C(Cl)Cl (methylenechloride), C(Cl)Cl (methylenechloride). Conditions: temperature 45 celsius, time 1 hour. Yields the product ClC1=C(C(=O)C2=C(C=C(C(=C2)[N+](=O)[O-])O)C)C(=CC=C1)Cl (2,6-Dichloro-4'-hydroxy-5'-nitro-2'-methyl-benzophenone). Reaction SMILES: [Cl-].[Al+3].[Cl-].[Cl-].[Cl:5][C:6]1[CH:25]=[CH:24][CH:23]=[C:22]([Cl:26])[C:7]=1[C:8]([C:10]1[CH:15]=[C:14]([N+:16]([O-:18])=[O:17])[C:13]([O:19]C)=[CH:12][C:11]=1[CH3:21])=[O:9].Cl.O>C(Cl)Cl>[Cl:5][C:6]1[CH:25]=[CH:24][CH:23]=[C:22]([Cl:26])[C:7]=1[C:8]([C:10]1[CH:15]=[C:14]([N+:16]([O-:18])=[O:17])[C:13]([OH:19])=[CH:12][C:11]=1[CH3:21])=[O:9] |f:0.1.2.3|. Reported procedure: Aluminumchloride (1.5 g; 11 mmol) is added to a solution of 2,6-dichloro-5'-nitro-4'-methoxy-2'-methyl-benzophenone (1.8 g; 5.3 mmol) in methylenechloride (6 ml). The mixture is stirred for 30 minutes at 20° C. and for 1 hour at 45° C., 5 ml conc. hydrochloric acid/ice are added. After shaking with 20 ml of methylenechloride the organic layer is treated with 2N hydrochloric acid and with water. After drying the solvent is evaporated, the residue purified by chromatography (flash column filled wi... Starting materials: ClC(=O)OCCCC (butyl chloroformate), NC=1C=CC2=C(N(C=N2)CC2=C(C=C(C(=O)OC)C=C2)OC)C1 (methyl 4-(6-aminobenzimidazol-1-ylmethyl)-3-methoxybenzoate). Yields the product C(CCC)OC(=O)NC=1C=CC2=C(N(C=N2)CC2=C(C=C(C(=O)OC)C=C2)OC)C1 (Methyl 4-[6-(butoxycarbonyl)aminobenzimidazol-1-ylmethyl]-3-methoxybenzoate). The yield is 34.0%. RXN SMILES: Cl[C:2]([O:4][CH2:5][CH2:6][CH2:7][CH3:8])=[O:3].[NH2:9][C:10]1[CH:11]=[CH:12][C:13]2[N:17]=[CH:16][N:15]([CH2:18][C:19]3[CH:28]=[CH:27][C:22]([C:23]([O:25][CH3:26])=[O:24])=[CH:21][C:20]=3[O:29][CH3:30])[C:14]=2[CH:31]=1>>[CH2:5]([O:4][C:2]([NH:9][C:10]1[CH:11]=[CH:12][C:13]2[N:17]=[CH:16][N:15]([CH2:18][C:19]3[CH:28]=[CH:27][C:22]([C:23]([O:25][CH3:26])=[O:24])=[CH:21][C:20]=3[O:29][CH3:30])[C:14]=2[CH:31]=1)=[O:3])[CH2:6][CH2:7][CH3:8]. Procedure: Using a similar procedure to that described in Example 35, but using butyl chloroformate and (J), the title compound was obtained as a solid in 34% yield; partial NMR: 0.9(t,3H, CH3CH2), 1.4(m,2H, CH3CH2), 1.6(m,2H, CH2CH2O), 4.1(t,2H, CH2O). Procedure details: Synthesized as described in Example 200C from (4-chloro-5-cyano-2-ethyl-1H-benzimidazol-1-yl)acetic acid and 6-(trifluoromethyl)-3-pyridinecarbohydrazide: MS (APCl) m/z 433 (M+1). The reactants are ClC1=C(C=CC=2N(C(=NC21)CC)CC(=O)O)C#N ((4-chloro-5-cyano-2-ethyl-1H-benzimidazol-1-yl)acetic acid), FC(C1=CC=C(C=N1)C(=O)NN)(F)F (6-(trifluoromethyl)-3-pyridinecarbohydrazide). The product is ClC1=C(C=CC=2N(C(=NC21)CC)CC=2OC(=NN2)C=2C=NC(=CC2)C(F)(F)F)C#N (4-Chloro-2-ethyl-1-({5-[6-(trifluoromethyl)-3-pyridinyl]-1,3,4-oxadiazol-2-yl}methyl)-1H-benzimidazole-5-carbonitrile). RXN SMILES: [Cl:1][C:2]1[C:10]2[N:9]=[C:8]([CH2:11][CH3:12])[N:7]([CH2:13][C:14]([OH:16])=O)[C:6]=2[CH:5]=[CH:4][C:3]=1[C:17]#[N:18].[F:19][C:20]([F:32])([F:31])[C:21]1[N:26]=[CH:25][C:24]([C:27]([NH:29][NH2:30])=O)=[CH:23][CH:22]=1>>[Cl:1][C:2]1[C:10]2[N:9]=[C:8]([CH2:11][CH3:12])[N:7]([CH2:13][C:14]3[O:16][C:27]([C:24]4[CH:25]=[N:26][C:21]([C:20]([F:32])([F:19])[F:31])=[CH:22][CH:23]=4)=[N:29][N:30]=3)[C:6]=2[CH:5]=[CH:4][C:3]=1[C:17]#[N:18].